This data is from the Open Reaction Database (ORD), a public repository of structured organic reaction records. The task is: describe an organic reaction: reactants, conditions, products, and yield Starting materials: CC(C)(C)OC(=O)Nn1cccc1, ClCc1ccccc1Cl, [H-], [Na+]. The product is CC(C)(C)OC(=O)N(Cc1ccccc1Cl)n1cccc1. Reaction SMILES: [C:1]([CH3:2])([CH3:3])([CH3:4])[O:5][C:6]([NH:7][n:8]1[cH:9][cH:10][cH:11][cH:12]1)=[O:13].[Cl:14][c:15]1[c:16]([CH2:17][Cl:18])[cH:19][cH:20][cH:21][cH:22]1.[H-:23].[Na+:24]>>[C:1]([CH3:2])([CH3:3])([CH3:4])[O:5][C:6]([N:7]([n:8]1[cH:9][cH:10][cH:11][cH:12]1)[CH2:17][c:16]1[c:15]([Cl:14])[cH:22][cH:21][cH:20][cH:19]1)=[O:13]. The reactants are BrC=1C=C(C=NC1)C1=C2C(=NC(=C1/C=C/C(=O)OCC)C)N(N=C2)CC (ethyl (2E)-3-[4-(5-bromo-3-pyridyl)-1-ethyl-6-methyl-1H-pyrazolo[3,4-b]pyridin-5-yl]acrylate), [BH4-].[Na+] (sodium borohydride). Reagents/catalysts: O.O.O.O.O.O.[Ni](Cl)Cl (nickel chloride hexahydrate). Solvent: O (water), CO (MeOH). Conditions: temperature -10 celsius, time 15 minute. Yields the product BrC=1C=C(C=NC1)C1=C2C(=NC(=C1CCC(=O)OCC)C)N(N=C2)CC (ethyl 3-[4-(5-bromo-3-pyridyl)-1-ethyl-6-methyl-1H-pyrazolo[3,4-b]pyridin-5-yl]propanoate). Isolated yield 25.4%. RXN SMILES: [Br:1][C:2]1[CH:3]=[C:4]([C:8]2[C:13](/[CH:14]=[CH:15]/[C:16]([O:18][CH2:19][CH3:20])=[O:17])=[C:12]([CH3:21])[N:11]=[C:10]3[N:22]([CH2:25][CH3:26])[N:23]=[CH:24][C:9]=23)[CH:5]=[N:6][CH:7]=1.[BH4-].[Na+]>CO.O.O.O.O.O.O.O.[Ni](Cl)Cl>[Br:1][C:2]1[CH:3]=[C:4]([C:8]2[C:13]([CH2:14][CH2:15][C:16]([O:18][CH2:19][CH3:20])=[O:17])=[C:12]([CH3:21])[N:11]=[C:10]3[N:22]([CH2:25][CH3:26])[N:23]=[CH:24][C:9]=23)[CH:5]=[N:6][CH:7]=1 |f:1.2,5.6.7.8.9.10.11|. Reported procedure: To a solution of ethyl (2E)-3-[4-(5-bromo-3-pyridyl)-1-ethyl-6-methyl-1H-pyrazolo[3,4-b]pyridin-5-yl]acrylate (47 mg) in MeOH (2 ml) was added nickel chloride hexahydrate (7.26 mg) and sodium borohydride (10.7 mg) at −10° C. and the mixture was stirred at −10° C. for 15 minutes. The reaction mixture was diluted with water and extracted with EtOAc. The organic layer was washed with water and dried over anhydrous MgSO4 and concentrated in vacuo. The residue was purified by preparative thin layer c...